The task is: describe an organic reaction: reactants, conditions, products, and yield. This data is from the Open Reaction Database (ORD), a public repository of structured organic reaction records. The reactants are ClC=1C(=NC=C(C1)Cl)OC1=CC=C(C=C1)O (4-(3,5-dichloropyridyloxy)phenol), C(=O)([O-])[O-].[K+].[K+] (K2CO3), BrC(C(=O)OC)C (methyl α-bromopropionate). The solvent is CC(=O)C (acetone). Product: ClC=1C(=NC=C(C1)Cl)OC1=CC=C(OC(C(=O)OC)C)C=C1 (methyl 2-[4-(3,5-dichloro-2-pyridyloxy)phenoxy]propionate). As a reaction SMILES: [Cl:1][C:2]1[C:3]([O:9][C:10]2[CH:15]=[CH:14][C:13]([OH:16])=[CH:12][CH:11]=2)=[N:4][CH:5]=[C:6]([Cl:8])[CH:7]=1.C([O-])([O-])=O.[K+].[K+].Br[CH:24]([CH3:29])[C:25]([O:27][CH3:28])=[O:26]>CC(C)=O>[Cl:1][C:2]1[C:3]([O:9][C:10]2[CH:15]=[CH:14][C:13]([O:16][CH:24]([CH3:29])[C:25]([O:27][CH3:28])=[O:26])=[CH:12][CH:11]=2)=[N:4][CH:5]=[C:6]([Cl:8])[CH:7]=1 |f:1.2.3|. Procedure details: The above phenol (1.3 g, 5.08 mm), K2CO3 (1.05 g), methyl α-bromopropionate (0.85 ml, 1.5 eq) and acetone (20 ml) is refluxed for 8 hours. The mixture is then filtered and the filtrate concentrated to give oily methyl 2-[4-(3,5-dichloro-2-pyridyloxy)phenoxy]propionate.